Dataset: the Open Reaction Database (ORD), a public repository of structured organic reaction records. Task: describe an organic reaction: reactants, conditions, products, and yield The reactants are BrC=1C=NC(=NC1)OC1=CC=C(OC2CN3CCC2CC3)C=C1 (3-{4-[(5-bromopyrimidin-2-yl)oxy]phenoxy}quinuclidine), FC(C(=O)O)(F)F (trifluroacetic acid). Run in C(C)(=O)OCC (ethyl acetate). Product: FC(C(=O)O)(F)F.BrC=1C=NC(=NC1)OC1=CC=C(OC2CN3CCC2CC3)C=C1 (3-{4-[(5-bromopyrimidin-2-yl)oxy]phenoxy}quinuclidine trifluroacetate). As a reaction SMILES: [Br:1][C:2]1[CH:3]=[N:4][C:5]([O:8][C:9]2[CH:23]=[CH:22][C:12]([O:13][CH:14]3[CH:19]4[CH2:20][CH2:21][N:16]([CH2:17][CH2:18]4)[CH2:15]3)=[CH:11][CH:10]=2)=[N:6][CH:7]=1.[F:24][C:25]([F:30])([F:29])[C:26]([OH:28])=[O:27]>C(OCC)(=O)C>[F:24][C:25]([F:30])([F:29])[C:26]([OH:28])=[O:27].[Br:1][C:2]1[CH:7]=[N:6][C:5]([O:8][C:9]2[CH:10]=[CH:11][C:12]([O:13][CH:14]3[CH:19]4[CH2:18][CH2:17][N:16]([CH2:21][CH2:20]4)[CH2:15]3)=[CH:22][CH:23]=2)=[N:4][CH:3]=1 |f:3.4|. Procedure: The product of Example 16A (100 mg, 0.26 mmol) in ethyl acetate (4 mL) was treated with trifluroacetic acid (113 mg, 1 mmol). The title compound was obtained as solid (100 mg, yield, 64%). 1H NMR (MeOH-d4, 300 MHz) δ 1.85–2.16 (m, 3H), 2.25–2.46 (m, 1H), 2.56 (m, 1H), 3.30–3.53 (m, 5H), 3.80 (m, 1H), 4.95 (m, 1H), 7.04 (dt, J=9.1, 2.4 Hz, 2H), 7.14 (dt, J=9.1, 2.3 Hz, 2H), 8.60 (s, 2H) ppm. MS (DCl/NH3) m/z. m/z 376 (M+H)+, 378 (M+H)+. Anal. Calculated for C17H18BrN3O2.2.0CF3CO2H.2.0H2O: C, 39.3...